Dataset: the Open Reaction Database (ORD), a public repository of structured organic reaction records. Task: describe an organic reaction: reactants, conditions, products, and yield Reactants: CCOC(=O)Cn1ccc2ccc(OCCc3cc(-c4ccc(C(F)(F)F)cc4)nn3C)cc21, [Li+], [OH-]. Reaction SMILES: [CH2:1]([CH3:2])[O:3][C:4]([CH2:5][n:6]1[cH:7][cH:8][c:9]2[cH:10][cH:11][c:12]([O:15][CH2:16][CH2:17][c:18]3[n:19]([CH3:33])[n:20][c:21](-[c:23]4[cH:24][cH:25][c:26]([C:29]([F:30])([F:31])[F:32])[cH:27][cH:28]4)[cH:22]3)[cH:13][c:14]12)=[O:34].[Li+:36].[OH-:35]>>[O:3]=[C:4]([CH2:5][n:6]1[cH:7][cH:8][c:9]2[cH:10][cH:11][c:12]([O:15][CH2:16][CH2:17][c:18]3[n:19]([CH3:33])[n:20][c:21](-[c:23]4[cH:24][cH:25][c:26]([C:29]([F:30])([F:31])[F:32])[cH:27][cH:28]4)[cH:22]3)[cH:13][c:14]12)[OH:34]. The product is Cn1nc(-c2ccc(C(F)(F)F)cc2)cc1CCOc1ccc2ccn(CC(=O)O)c2c1.